describe an organic reaction: reactants, conditions, products, and yield From a dataset of the Open Reaction Database (ORD), a public repository of structured organic reaction records. Starting materials: COC1=C2C=C(NC2=CC=C1)C (4-Methoxy 2-methyl-1H-indole), C(C1=CC=CC=C1)Br (benzyl bromide). Run in O (water). Reaction conditions: time 0.5 hour. Product: COC1=C2C=C(N(C2=CC=C1)CC1=CC=CC=C1)C (4-methoxy-2-methyl-1-(phenylmethyl)-1H-indole). Isolated yield 83.4%. As a reaction SMILES: [CH3:1][O:2][C:3]1[CH:11]=[CH:10][CH:9]=[C:8]2[C:4]=1[CH:5]=[C:6]([CH3:12])[NH:7]2.[CH2:13](Br)[C:14]1[CH:19]=[CH:18][CH:17]=[CH:16][CH:15]=1>O>[CH3:1][O:2][C:3]1[CH:11]=[CH:10][CH:9]=[C:8]2[C:4]=1[CH:5]=[C:6]([CH3:12])[N:7]2[CH2:13][C:14]1[CH:19]=[CH:18][CH:17]=[CH:16][CH:15]=1. Reported procedure: 4-Methoxy 2-methyl-1H-indole (1 g, 6.2 mmol) was added to 248 mg (6.2 mmol)) of 60% sodium hydride/mineral oil (washed with hexane before adding DMF) in 15 mL of DMF and after stirring for 0.5 hour, 0.74 mL (6.2 mmol) of benzyl bromide was added. The mixture was stirred at room temperature for 18 hours, diluted with water and extracted with ethyl acetate. The ethyl acetate solution was washed with brine, dried (MgSO4) and after concentrating at reduced pressure, the residue was chromatographed o... Reactants: COc1cc(N2CCc3cc(-c4ccc(OC5CC5)cc4)sc3C2=O)ccc1O, [Cl-], ClCCN1CCCC1, ClCCl, Cl, [K+], [K+], [Na+], O=C([O-])[O-], CN(C)C=O, [OH-], Oc1ccccc1. The product is COc1cc(N2CCc3cc(-c4ccc(OC5CC5)cc4)sc3C2=O)ccc1OCCN1CCCC1, Cl. As a reaction SMILES: [CH:12]1([O:15][c:16]2[cH:17][cH:18][c:19](-[c:22]3[cH:23][c:24]4[c:25]([s:40]3)[C:26](=[O:39])[N:27]([c:30]3[cH:31][c:32]([O:37][CH3:38])[c:33]([OH:36])[cH:34][cH:35]3)[CH2:28][CH2:29]4)[cH:20][cH:21]2)[CH2:13][CH2:14]1.[Cl-:54].[Cl:1][CH2:2][CH2:3][N:4]1[CH2:5][CH2:6][CH2:7][CH2:8]1.[Cl:60][CH2:61][Cl:62].[ClH:9].[K+:48].[K+:49].[Na+:11].[O-:50][C:51]([O-:52])=[O:53].[O:55]=[CH:56][N:57]([CH3:58])[CH3:59].[OH-:10].[OH:41][c:42]1[cH:43][cH:44][cH:45][cH:46][cH:47]1>>[CH2:2]([CH2:3][N:4]1[CH2:5][CH2:6][CH2:7][CH2:8]1)[O:36][c:33]1[c:32]([O:37][CH3:38])[cH:31][c:30]([N:27]2[C:26](=[O:39])[c:25]3[c:24]([cH:23][c:22](-[c:19]4[cH:18][cH:17][c:16]([O:15][CH:12]5[CH2:13][CH2:14]5)[cH:21][cH:20]4)[s:40]3)[CH2:29][CH2:28]2)[cH:35][cH:34]1.[ClH:1]. The reactants are C1=CC=C2C=C(C(=CC2=C1)C(=O)O)O (β-oxynaphtoic acid), naphtalinsulphonic acids, NC1=NC(=CC(=N1)N)N (2,4,6-triaminopyrimidine), OC1=NC=CC=C1O (2,3-dihydroxypyridine). The product is C1=C(C=CC2=CC=CC=C12)O (β-naphtol). RXN SMILES: [CH:1]1[CH:10]=[C:9]2[C:4]([CH:5]=[C:6]([OH:14])[C:7](C(O)=O)=[CH:8]2)=[CH:3][CH:2]=1.NC1N=C(N)C=C(N)N=1.OC1C(O)=CC=CN=1>>[CH:5]1[C:4]2[C:9](=[CH:10][CH:1]=[CH:2][CH:3]=2)[CH:8]=[CH:7][C:6]=1[OH:14]. Procedure details: β-oxynaphtoic acid; 2,4,6-triaminopyrimidine; 2,3-dihydroxypyridine; naphtalinsulphonic acids (e.g.: γ-acid, iso-γ acid, Neville-Winter acid). Reactants: C(C)(=O)OC\1C(CCC(CC(=O)OC(C(/C=C1)C)\C(=C\C=C\C(CC1C(C(C(CC)O)C)O1)(C)O)\C)O)C ((8E,12E,14E)-7-acetoxy-3,16,21-trihydroxy-6,10,12,16,20-pentamethyl-18,19-epoxytricosa-8,12,14-trien-11-olide), N1C=NC=C1 (imidazole), C(C)[Si](C(C)C)(CC)Cl (diethylisopropylsilyl chloride). The solvent is C(Cl)Cl (methylene chloride), C(Cl)Cl (methylene chloride), C(C)(=O)OCC (ethyl acetate). Run at time 2 hour. The product is C(C)(=O)OC\1C(CCC(CC(=O)OC(C(/C=C1)C)\C(=C\C=C\C(CC1C(C(C(CC)O[Si](C(C)C)(CC)CC)C)O1)(C)O)\C)O[Si](C(C)C)(CC)CC)C ((8E,12E,14E)-7-acetoxy-3,21-bis(diethylisopropylsiloxy)-16-hydroxy-6,10,12,16,20-pentamethyl-18,19-epoxytricosa-8,12,14-trien-11-olide). The yield is 92.8%. Reaction SMILES: [C:1]([O:4][CH:5]1[CH:6]([CH3:38])[CH2:7][CH2:8][CH:9]([OH:37])[CH2:10][C:11]([O:13][CH:14](/[C:19](/[CH3:36])=[CH:20]/[CH:21]=[CH:22]/[C:23]([OH:35])([CH3:34])[CH2:24][CH:25]2[O:33][CH:26]2[CH:27]([CH3:32])[CH:28]([OH:31])[CH2:29][CH3:30])[CH:15]([CH3:18])[CH:16]=[CH:17]1)=[O:12])(=[O:3])[CH3:2].N1[CH:43]=[CH:42]N=C1.[CH2:44]([Si:46](Cl)([CH2:50][CH3:51])[CH:47]([CH3:49])[CH3:48])[CH3:45]>C(Cl)Cl.C(OCC)(=O)C>[C:1]([O:4][CH:5]1[CH:6]([CH3:38])[CH2:7][CH2:8][CH:9]([O:37][Si:46]([CH2:42][CH3:43])([CH2:44][CH3:45])[CH:47]([CH3:49])[CH3:48])[CH2:10][C:11]([O:13][CH:14](/[C:19](/[CH3:36])=[CH:20]/[CH:21]=[CH:22]/[C:23]([OH:35])([CH3:34])[CH2:24][CH:25]2[O:33][CH:26]2[CH:27]([CH3:32])[CH:28]([O:31][Si:46]([CH2:50][CH3:51])([CH2:44][CH3:45])[CH:47]([CH3:49])[CH3:48])[CH2:29][CH3:30])[CH:15]([CH3:18])[CH:16]=[CH:17]1)=[O:12])(=[O:3])[CH3:2]. Procedure: A solution of (8E,12E,14E)-7-acetoxy-3,16,21-trihydroxy-6,10,12,16,20-pentamethyl-18,19-epoxytricosa-8,12,14-trien-11-olide (177 mg, 0.33 mmol) and imidazole (450 mg, 6.61 mmol) in methylene chloride (6 mL) was cooled to 5° C. A solution of diethylisopropylsilyl chloride (272 mg, 1.65 mmol) in methylene chloride (1.5 mL) was added dropwise to the reaction mixture, and the reaction mixture was stirred at room temperature for two hours. The reaction mixture was diluted with ethyl acetate, and then... The reactants are [N+](=O)([O-])C=1C(=NC=CC1)NCC1(CCOCC1)C1=CC=C(C=C1)OCCCN1CCCC1 ((3-Nitro-pyridin-2-yl)-{4-[4-(3-pyrrolidin-1-yl-propoxy)-phenyl]-tetrahydro-pyran-4-ylmethyl}-amine). Reagents/catalysts: [Pd] (Pd/C). The solvent is C(C)O (ethanol). The product is N1(CCCC1)CCCOC1=CC=C(C=C1)C1(CCOCC1)CNC1=NC=CC=C1N (N*2*-{4-[4-(3-Pyrrolidin-1-yl-propoxy)-phenyl]-tetrahydro-pyran-4-ylmethyl}-pyridine-2,3-diamine). Isolated yield 83.9%. RXN SMILES: [N+:1]([C:4]1[C:5]([NH:10][CH2:11][C:12]2([C:18]3[CH:23]=[CH:22][C:21]([O:24][CH2:25][CH2:26][CH2:27][N:28]4[CH2:32][CH2:31][CH2:30][CH2:29]4)=[CH:20][CH:19]=3)[CH2:17][CH2:16][O:15][CH2:14][CH2:13]2)=[N:6][CH:7]=[CH:8][CH:9]=1)([O-])=O>C(O)C.[Pd]>[N:28]1([CH2:27][CH2:26][CH2:25][O:24][C:21]2[CH:22]=[CH:23][C:18]([C:12]3([CH2:11][NH:10][C:5]4[C:4]([NH2:1])=[CH:9][CH:8]=[CH:7][N:6]=4)[CH2:13][CH2:14][O:15][CH2:16][CH2:17]3)=[CH:19][CH:20]=2)[CH2:32][CH2:31][CH2:30][CH2:29]1. Procedure: A solution of (3-Nitro-pyridin-2-yl)-{4-[4-(3-pyrrolidin-1-yl-propoxy)-phenyl]-tetrahydro-pyran-4-ylmethyl}-amine (465 mg, 1.06 mmol) in ethanol (˜10 mL) was hydrogenated for 4 hours at room temperature at 40 psi in the presence of 10% Pd/C (45 mg, 10% w/w). The reaction mixture was filtered over Arbocel® and rinsed with ethanol (30 mL), 2M HCl (20 mL) and EtOH (30 mL). The filtrate was concentrated in vacuo to give the title compound (365 mg, 84%). HRMS ESI+ m/z 411.2750 [MH]+. The reactants are C(CC)C1=NC2=C(N1CC1=CC=C(C=C1)C1=C(C=CC=C1)C#N)C=C(C=C2C)N2C(C1=CC=CC=C1C2)=O (4'-[[2-n-propyl-4-methyl-6-(1-oxo-isoindolin-2-yl)-benzimidazol-1-yl]-methyl]-2-cyano-biphenyl), [N-]=[N+]=[N-].[Na+] (sodium azide), CN(C=O)C (dimethylformamide). The product is C(CC)C1=NC2=C(N1CC1=CC(=C(C=C1)C1=CC=CC=C1)C1=NN=NN1)C=C(C=C2C)N2C(C1=CC=CC=C1C2)=O (4-[[2-n-propyl-4-methyl-6-(1-oxo-isoindolin-2-yl)-benzimidazol-1-yl]-methyl]-2-(1H-tetrazol-5-yl)-biphenyl). As a reaction SMILES: [CH2:1]([C:4]1[N:8]([CH2:9][C:10]2[CH:15]=[CH:14][C:13]([C:16]3[CH:21]=[CH:20][CH:19]=[CH:18][C:17]=3C#N)=[CH:12][CH:11]=2)[C:7]2[CH:24]=[C:25]([N:29]3[CH2:37][C:36]4[C:31](=[CH:32][CH:33]=[CH:34][CH:35]=4)[C:30]3=[O:38])[CH:26]=[C:27]([CH3:28])[C:6]=2[N:5]=1)[CH2:2][CH3:3].[N-:39]=[N+:40]=[N-:41].[Na+].[CH3:43][N:44](C)C=O>>[CH2:1]([C:4]1[N:8]([CH2:9][C:10]2[CH:11]=[CH:12][C:13]([C:16]3[CH:21]=[CH:20][CH:19]=[CH:18][CH:17]=3)=[C:14]([C:43]3[NH:44][N:41]=[N:40][N:39]=3)[CH:15]=2)[C:7]2[CH:24]=[C:25]([N:29]3[CH2:37][C:36]4[C:31](=[CH:32][CH:33]=[CH:34][CH:35]=4)[C:30]3=[O:38])[CH:26]=[C:27]([CH3:28])[C:6]=2[N:5]=1)[CH2:2][CH3:3] |f:1.2|. Reported procedure: Prepared analogously to Example 10 from 4'-[[2-n-propyl-4-methyl-6-(1-oxo-isoindolin-2-yl)-benzimidazol-1-yl]-methyl]-2-cyano-biphenyl and sodium azide in dimethylformamide. Reactants: C(C1=CC=CC=C1)Br (benzyl bromide), R2—ether, [H-].[Na+] (sodium hydride), C(C)(C)(C)O[C@@H]1C[C@H](N(C1)S(=O)(=O)C1=CC2=CC=CC=C2C=C1)CO ((2S,4R)-[4-tert-butoxy-1-(naphthalene-2-sulfonyl)-pyrrolidin-2-yl]-methanol). Run in CS(=O)C (DMSO). Conditions: time 1.5 hour. The product is C(C1=CC=CC=C1)OC[C@H]1N(C[C@@H](C1)OC(C)(C)C)S(=O)(=O)C1=CC2=CC=CC=C2C=C1 ((2S,4R)-2-benzyloxymethyl-4-tert -butoxy-1-(naphthalene-2-sulfonyl)-pyrrolidine). Reaction SMILES: [H-].[Na+].[C:3]([O:7][C@H:8]1[CH2:12][N:11]([S:13]([C:16]2[CH:25]=[CH:24][C:23]3[C:18](=[CH:19][CH:20]=[CH:21][CH:22]=3)[CH:17]=2)(=[O:15])=[O:14])[C@H:10]([CH2:26][OH:27])[CH2:9]1)([CH3:6])([CH3:5])[CH3:4].[CH2:28](Br)[C:29]1[CH:34]=[CH:33][CH:32]=[CH:31][CH:30]=1>CS(C)=O>[CH2:28]([O:27][CH2:26][C@@H:10]1[CH2:9][C@@H:8]([O:7][C:3]([CH3:6])([CH3:5])[CH3:4])[CH2:12][N:11]1[S:13]([C:16]1[CH:25]=[CH:24][C:23]2[C:18](=[CH:19][CH:20]=[CH:21][CH:22]=2)[CH:17]=1)(=[O:15])=[O:14])[C:29]1[CH:34]=[CH:33][CH:32]=[CH:31][CH:30]=1 |f:0.1|. Reported procedure: R2—ether formation: To a slurry of sodium hydride (60% in mineral oil, 2.75 g) in DMSO (100 ml) were added (2S,4R)-[4-tert-butoxy-1-(naphthalene-2-sulfonyl)-pyrrolidin-2-yl]-methanol (11.2 g) in portions within 0.5 h and benzyl bromide (7.2 ml) dropwise within 0.5 h at 20° C. The reaction mixture was stirred at room temperature for 1.5 h, poured onto ice/water and extracted with EtOAc. The organic phases were washed with water and brine, dried over magnesium sulphate and concentrated. The residu...